Task: describe an organic reaction: reactants, conditions, products, and yield. Dataset: the Open Reaction Database (ORD), a public repository of structured organic reaction records Starting materials: S(=O)([O-])[O-].[Na+].[Na+] (sodium sulfite), sodium periodide, FC1(C[C@@H](CC1)[C@](C(=O)OC1CCN(CC1)C(=O)OC(C)(C)C)(C1=CC=C(C=C1)C=C)O)F (t-butyl 4-((2R)-2-((1R)-3,3-difluorocyclopentyl)-2-hydroxy-2-(4-vinylphenyl)ethanoyloxy)-tetrahydropyridine-1(2H)-carboxylate). Reagents/catalysts: [Os](=O)(=O)(=O)=O (osmium tetraoxide). Solvent: C(C)(=O)OCC (ethyl acetate), O1CCCC1.O (tetrahydrofuran water), C(C)(=O)OCC (ethyl acetate). Reaction conditions: time 30 minute. Yields the product FC1(C[C@@H](CC1)[C@](C(=O)OC1CCN(CC1)C(=O)OC(C)(C)C)(C1=CC=C(C=C1)CO)O)F (t-butyl 4-((2R)-2-((1R)-3,3-difluorocyclopentyl)-2-hydroxy-2-(4-(hydroxymethyl)phenyl)ethanoyloxy)tetrahydropyridine-1(2H)-carboxylate). RXN SMILES: [F:1][C:2]1([F:33])[CH2:6][CH2:5][C@@H:4]([C@@:7]([OH:32])([C:24]2[CH:29]=[CH:28][C:27]([CH:30]=C)=[CH:26][CH:25]=2)[C:8]([O:10][CH:11]2[CH2:16][CH2:15][N:14]([C:17]([O:19][C:20]([CH3:23])([CH3:22])[CH3:21])=[O:18])[CH2:13][CH2:12]2)=[O:9])[CH2:3]1.S([O-])([O-])=[O:35].[Na+].[Na+]>O1CCCC1.O.C(OCC)(=O)C.[Os](=O)(=O)(=O)=O>[F:1][C:2]1([F:33])[CH2:6][CH2:5][C@@H:4]([C@@:7]([OH:32])([C:24]2[CH:25]=[CH:26][C:27]([CH2:30][OH:35])=[CH:28][CH:29]=2)[C:8]([O:10][CH:11]2[CH2:12][CH2:13][N:14]([C:17]([O:19][C:20]([CH3:23])([CH3:21])[CH3:22])=[O:18])[CH2:15][CH2:16]2)=[O:9])[CH2:3]1 |f:1.2.3,4.5|. Reported procedure: To a solution of 69 mg of the t-butyl 4-((2R)-2-((1R)-3,3-difluorocyclopentyl)-2-hydroxy-2-(4-vinylphenyl)ethanoyloxy)-tetrahydropyridine-1(2H)-carboxylate as obtained in Referential Example 56 in 2 ml of tetrahydrofuran-water (1:1), 85 mg of sodium periodide and 0.1 ml of 2% osmium tetraoxide were added at 0° C., followed by an hour's stirring at the same temperature. Adding sodium sulfite to the reaction liquid, stirring was continued for further 30 minutes. The reaction liquid was diluted wit... The reactants are CCCCOc1c(CNC(=O)OC(C)(C)C)n(CC(C)(C)C)c(=O)c2ccc(C=CC(=O)O)cc12, CCN=C=NCCCN(C)C, CN(C)C=O, Cl, [NH4+], O, On1nnc2ccccc21. Product: CCCCOc1c(CNC(=O)OC(C)(C)C)n(CC(C)(C)C)c(=O)c2ccc(C=CC(N)=O)cc12. RXN SMILES: [CH2:1]([CH2:2][CH2:3][CH3:4])[O:5][c:6]1[c:7]([CH2:27][NH:28][C:29](=[O:30])[O:31][C:32]([CH3:33])([CH3:34])[CH3:35])[n:8]([CH2:22][C:23]([CH3:24])([CH3:25])[CH3:26])[c:9](=[O:21])[c:10]2[cH:11][cH:12][c:13]([CH:16]=[CH:17][C:18](=[O:19])[OH:20])[cH:14][c:15]12.[CH2:37]([N:39]=[C:38]=[N:40][CH2:41][CH2:42][CH2:43][N:44]([CH3:45])[CH3:46])[CH3:47].[CH3:60][N:61]([CH3:62])[CH:63]=[O:64].[ClH:36].[NH4+:48].[OH2:59].[OH:49][n:50]1[c:51]2[cH:52][cH:53][cH:54][cH:55][c:56]2[n:57][n:58]1>>[CH2:1]([CH2:2][CH2:3][CH3:4])[O:5][c:6]1[c:7]([CH2:27][NH:28][C:29](=[O:30])[O:31][C:32]([CH3:33])([CH3:34])[CH3:35])[n:8]([CH2:22][C:23]([CH3:24])([CH3:25])[CH3:26])[c:9](=[O:21])[c:10]2[cH:11][cH:12][c:13]([CH:16]=[CH:17][C:18](=[O:19])[NH2:39])[cH:14][c:15]12.